Dataset: the Open Reaction Database (ORD), a public repository of structured organic reaction records. Task: describe an organic reaction: reactants, conditions, products, and yield Reactants: CC(C)(C)N, ClCCl, O=C1CCC(=O)O1. The product is CC(C)(C)NC(=O)CCC(=O)O. As a reaction SMILES: [C:8]([CH3:9])([CH3:10])([CH3:11])[NH2:12].[Cl:13][CH2:14][Cl:15].[O:1]=[C:2]1[CH2:3][CH2:4][C:5](=[O:6])[O:7]1>>[O:1]=[C:2]([CH2:3][CH2:4][C:5](=[O:6])[NH:12][C:8]([CH3:9])([CH3:10])[CH3:11])[OH:7]. Reactants: CC#N.O (CH3CN H2O), ClCC1=NOC(=N1)C1=CC=NC=C1 (3-(Chloromethyl)-5-(pyridin-4-yl)-1,2,4-oxadiazole), C1(=CC=CC=C1)[C@H](C(=O)O[C@H]1CN2CCC1CC2)NC2=CC=CC=C2 ((R)—((R)-quinuclidin-3-yl) 2-phenyl-2-(phenylamino)acetate). Solvent: CCOC(=O)C (EtOAc). Conditions: temperature 80 celsius. Yields the product [Cl-].C1(=CC=CC=C1)[C@H](C(=O)O[C@H]1C[N+]2(CCC1CC2)CC2=NOC(=N2)C2=CC=NC=C2)NC2=CC=CC=C2 ((R)-3-((R)-2-phenyl-2-(phenylamino)acetoxy)-1-((5-(pyridin-4-yl)-1,2,4-oxadiazol-3-yl)methyl)-1-azoniabicyclo[2.2.2]octane chloride). Isolated yield 40.5%. RXN SMILES: [Cl:1][CH2:2][C:3]1[N:7]=[C:6]([C:8]2[CH:13]=[CH:12][N:11]=[CH:10][CH:9]=2)[O:5][N:4]=1.[C:14]1([C@@H:20]([NH:32][C:33]2[CH:38]=[CH:37][CH:36]=[CH:35][CH:34]=2)[C:21]([O:23][C@@H:24]2[CH:29]3[CH2:30][CH2:31][N:26]([CH2:27][CH2:28]3)[CH2:25]2)=[O:22])[CH:19]=[CH:18][CH:17]=[CH:16][CH:15]=1.CC#N.O>CCOC(C)=O>[Cl-:1].[C:14]1([C@@H:20]([NH:32][C:33]2[CH:38]=[CH:37][CH:36]=[CH:35][CH:34]=2)[C:21]([O:23][C@@H:24]2[CH:29]3[CH2:28][CH2:27][N+:26]([CH2:2][C:3]4[N:7]=[C:6]([C:8]5[CH:13]=[CH:12][N:11]=[CH:10][CH:9]=5)[O:5][N:4]=4)([CH2:31][CH2:30]3)[CH2:25]2)=[O:22])[CH:15]=[CH:16][CH:17]=[CH:18][CH:19]=1 |f:2.3,5.6|. Procedure: 3-(Chloromethyl)-5-(pyridin-4-yl)-1,2,4-oxadiazole (I51) (45.0 mg, 0.23 mmol) was added to a solution of (R)—((R)-quinuclidin-3-yl) 2-phenyl-2-(phenylamino)acetate (diastereomer 1 of I2) (50 mg, 0.15 mmol) in EtOAc (2 ml). The reaction mixture was heated under microwave irradiation at 80° C. for 3 hours. The solvent was evaporated, and the residue was triturated with Et2O, filtered and dried. The product was purified by flash-chromatography (DCM/MeOH=97/3 to 9/1) and then by preparative HPLC (el... Starting materials: resin, [Zn] (zinc), [F-] (fluoride), [N+](=O)([O-])[O-] (nitrate), OP(=O)(O)O (H3PO4), steel, P(=O)([O-])([O-])[O-] (phosphate), N(=O)[O-] (nitrite), 12.0. Reagents/catalysts: [Ni] (nickel). Run in O (water), O (water), O (water). Reaction conditions: temperature 150 fahrenheit, time 1 minute. Product: P(=O)([O-])([O-])[O-].[Zn+2].P(=O)([O-])([O-])[O-].[Zn+2].[Zn+2] (zinc phosphate). Reaction SMILES: [Zn:1].[P:2]([O-:6])([O-:5])([O-:4])=[O:3].N([O-])=O.[F-].[N+]([O-])([O-])=O.[OH:15][P:16]([OH:19])([OH:18])=[O:17]>O.[Ni]>[P:2]([O-:6])([O-:5])([O-:4])=[O:3].[Zn+2:1].[P:16]([O-:19])([O-:18])([O-:17])=[O:15].[Zn+2:1].[Zn+2:1] |f:8.9.10.11.12|. Reported procedure: An aqueous acidic zinc phosphate coating solution was prepared in a five-gallon laboratory spray tank to contain 1.8 g/l zinc ions, 6.1 g/l phosphate ions, 0.11 g/l nitrite ions, 0.12 g/l nickel ions, and 0.3 g/l fluoride and 2.0 g/l nitrate ions. This solution was heated to 150° F., and when titrated in the conventional manner, was found to have a total acid of 12.0 points and a free acid of 0.8 point. In a second spray tank, a conventional alkaline cleaner was prepared at a concentration of 1 ... Starting materials: O (water), [OH-].[Na+] (sodium hydroxide), OC1=CC2=C(SC3=C2C=C(C=C3)O)C=C1 (2,8-dihydroxydibenzothiophene), Cl.N1(CCCCC1)CCCCl (3-piperidinopropyl chloride hydrochloride). Run in C1(=CC=CC=C1)C (toluene). Product: Cl.Cl.N1(CCCCC1)CCCOC1=CC2=C(SC3=C2C=C(C=C3)OCCCN3CCCCC3)C=C1 (2,8-bis(3-piperidinopropoxy)dibenzothiophene dihydrochloride). As a reaction SMILES: O.[OH-].[Na+].[OH:4][C:5]1[CH:18]=[CH:17][C:8]2[S:9][C:10]3[CH:15]=[CH:14][C:13]([OH:16])=[CH:12][C:11]=3[C:7]=2[CH:6]=1.[ClH:19].[N:20]1([CH2:26][CH2:27][CH2:28][Cl:29])[CH2:25][CH2:24][CH2:23][CH2:22][CH2:21]1>C1(C)C=CC=CC=1>[ClH:29].[ClH:19].[N:20]1([CH2:26][CH2:27][CH2:28][O:16][C:13]2[CH:14]=[CH:15][C:10]3[S:9][C:8]4[CH:17]=[CH:18][C:5]([O:4][CH2:28][CH2:27][CH2:26][N:20]5[CH2:25][CH2:24][CH2:23][CH2:22][CH2:21]5)=[CH:6][C:7]=4[C:11]=3[CH:12]=2)[CH2:25][CH2:24][CH2:23][CH2:22][CH2:21]1 |f:1.2,4.5,7.8.9|. Reported procedure: To 200 ml of water containing 12.0 g (0.3 mole) of sodium hydroxide and 8.5 g (0.039 mole) of 2,8-dihydroxydibenzothiophene are added 200 ml of toluene and 19.8 g (0.1 mole) of 3-piperidinopropyl chloride hydrochloride, and the heterogeneous reaction mixture is stirred and heated to reflux for 16 hours. After cooling, the organic layer is washed with water, dried over magnesium sulfate, and concentrated in vacuo. The free base is chromatographed on alumina, using chloroform as the eluant. After ... Product: CC(C)(C)OC(=O)N1CCC(C(=O)Nc2ccc(-n3nc(C(F)(F)F)cc3C(F)(F)F)cc2)CC1. Reactants: CC(C)(C)OC(=O)N1CCC(C(=O)O)CC1, C1CCOC1, CCOC(C)=O, Nc1ccc(-n2nc(C(F)(F)F)cc2C(F)(F)F)cc1. Reaction SMILES: [C:1]([CH3:2])([CH3:3])([CH3:4])[O:5][C:6](=[O:7])[N:8]1[CH2:9][CH2:10][CH:11]([C:14](=[O:15])[OH:16])[CH2:12][CH2:13]1.[CH2:37]1[O:38][CH2:39][CH2:40][CH2:41]1.[CH3:42][CH2:43][O:44][C:45](=[O:46])[CH3:47].[F:17][C:18]([c:19]1[n:20][n:21](-[c:28]2[cH:29][cH:30][c:31]([NH2:32])[cH:33][cH:34]2)[c:22]([C:24]([F:25])([F:26])[F:27])[cH:23]1)([F:35])[F:36]>>[C:1]([CH3:2])([CH3:3])([CH3:4])[O:5][C:6](=[O:7])[N:8]1[CH2:9][CH2:10][CH:11]([C:14](=[O:16])[NH:32][c:31]2[cH:30][cH:29][c:28](-[n:21]3[n:20][c:19]([C:18]([F:17])([F:35])[F:36])[cH:23][c:22]3[C:24]([F:25])([F:26])[F:27])[cH:34][cH:33]2)[CH2:12][CH2:13]1. Starting materials: C[Al](C)C, Cc1ccccc1, CO, N#Cc1ccccc1Cl, ClC(Cl)Cl, Nc1ccc(Cl)cc1. Product: N=C(Nc1ccc(Cl)cc1)c1ccccc1Cl. RXN SMILES: [CH3:1][Al:2]([CH3:3])[CH3:4].[CH3:22][c:23]1[cH:24][cH:25][cH:26][cH:27][cH:28]1.[CH3:33][OH:34].[Cl:13][c:14]1[c:15]([C:16]#[N:17])[cH:18][cH:19][cH:20][cH:21]1.[Cl:29][CH:30]([Cl:31])[Cl:32].[Cl:5][c:6]1[cH:7][cH:8][c:9]([NH2:12])[cH:10][cH:11]1>>[Cl:5][c:6]1[cH:7][cH:8][c:9]([NH:12][C:16]([c:15]2[c:14]([Cl:13])[cH:21][cH:20][cH:19][cH:18]2)=[NH:17])[cH:10][cH:11]1.